From a dataset of the Open Reaction Database (ORD), a public repository of structured organic reaction records. describe an organic reaction: reactants, conditions, products, and yield The reactants are CCOC(C)=O, CCN(C(C)C)C(C)C, Cc1nc(-c2cccc(F)c2)ncc1C(=O)O, CC1(C)CN(N)c2ccc(F)cc21, CN(C)C=O, O. Product: Cc1nc(-c2cccc(F)c2)ncc1C(=O)NN1CC(C)(C)c2cc(F)ccc21. As a reaction SMILES: [CH3:40][CH2:41][O:42][C:43]([CH3:44])=[O:45].[CH:18]([N:19]([CH2:20][CH3:21])[CH:22]([CH3:23])[CH3:24])([CH3:25])[CH3:26].[F:1][c:2]1[cH:3][c:4](-[c:8]2[n:9][cH:10][c:11]([C:15](=[O:16])[OH:17])[c:12]([CH3:14])[n:13]2)[cH:5][cH:6][cH:7]1.[F:27][c:28]1[cH:29][c:30]2[c:34]([cH:35][cH:36]1)[N:33]([NH2:37])[CH2:32][C:31]2([CH3:38])[CH3:39].[O:46]=[CH:47][N:48]([CH3:49])[CH3:50].[OH2:51]>>[F:1][c:2]1[cH:3][c:4](-[c:8]2[n:9][cH:10][c:11]([C:15](=[O:17])[NH:37][N:33]3[CH2:32][C:31]([CH3:38])([CH3:39])[c:30]4[cH:29][c:28]([F:27])[cH:36][cH:35][c:34]43)[c:12]([CH3:14])[n:13]2)[cH:5][cH:6][cH:7]1. Reaction SMILES: [Cl:1][C:2]1[CH:20]=[CH:19][C:5]([C:6]([C:8]2[CH:16]=[CH:15][C:14]([O:17][CH3:18])=[CH:13][C:9]=2[C:10](O)=[O:11])=O)=[CH:4][CH:3]=1.O.[NH2:22][NH2:23]>>[Cl:1][C:2]1[CH:20]=[CH:19][C:5]([C:6]2[C:8]3[C:9](=[CH:13][C:14]([O:17][CH3:18])=[CH:15][CH:16]=3)[C:10](=[O:11])[NH:23][N:22]=2)=[CH:4][CH:3]=1 |f:1.2|. Procedure details: This compound is obtained according to the procedure described in 1.2. by reacting 2-(4-chlorobenzoyl)-5-methoxybenzoic acid unpurified with hydrazine hydrate. Reactants: ClC1=CC=C(C(=O)C2=C(C(=O)O)C=C(C=C2)OC)C=C1 (2-(4-chlorobenzoyl)-5-methoxybenzoic acid), O.NN (hydrazine hydrate). Yields the product ClC1=CC=C(C=C1)C1=NNC(C2=CC(=CC=C12)OC)=O (4-(4-Chlorophenyl)-7-methoxy-2H-phthalazin-1-one).